From a dataset of the Open Reaction Database (ORD), a public repository of structured organic reaction records. describe an organic reaction: reactants, conditions, products, and yield Reactants: ClC1=C(C(=O)O)C=C(C=N1)C(F)(F)F (2-chloro-5-(trifluoromethyl)nicotinic acid), C[Si](C)(C)C=[N+]=[N-] (trimethylsilyldiazomethane). Procedure: A solution of 2-chloro-5-(trifluoromethyl)nicotinic acid (500 mg, 2.21 mmole, available from Apollo #PC9219) in a mixture diethyl ether/methanol (5 ml)/(15 ml) was cooled to −20° C. then trimethylsilyldiazomethane (2M solution in diethyl ether) (2.15 ml, 4.43 mmol) was added dropwise. The reaction mixture was stirred at −20° C. for 1 h then allowed to warm to room temperature. After solvent evaporation, the obtained residue was loaded on SPE-Si cartridge (10 g) eluting with a mixture cyclohexane... RXN SMILES: [Cl:1][C:2]1[N:10]=[CH:9][C:8]([C:11]([F:14])([F:13])[F:12])=[CH:7][C:3]=1[C:4]([OH:6])=[O:5].[CH3:15][Si](C=[N+]=[N-])(C)C>C(OCC)C.CO>[Cl:1][C:2]1[N:10]=[CH:9][C:8]([C:11]([F:14])([F:12])[F:13])=[CH:7][C:3]=1[C:4]([O:6][CH3:15])=[O:5] |f:2.3|. Product: ClC1=C(C(=O)OC)C=C(C=N1)C(F)(F)F (methyl 2-chloro-5-(trifluoromethyl)nicotinate). Solvent: C(C)OCC.CO (diethyl ether methanol). Isolated yield 56.7%. Conditions: temperature -20 celsius, time 1 hour. Reactants: BrCCCOc1cccc(OCc2ccccc2)c1, Cc1ccc(CC2(O)CCNCC2)cc1. Product: Cc1ccc(CC2(O)CCN(CCCOc3cccc(OCc4ccccc4)c3)CC2)cc1. Reaction SMILES: [Br:1][CH2:2][CH2:3][CH2:4][O:5][c:6]1[cH:7][c:8]([O:12][CH2:13][c:14]2[cH:15][cH:16][cH:17][cH:18][cH:19]2)[cH:9][cH:10][cH:11]1.[CH3:20][c:21]1[cH:22][cH:23][c:24]([CH2:25][C:26]2([OH:32])[CH2:27][CH2:28][NH:29][CH2:30][CH2:31]2)[cH:33][cH:34]1>>[CH2:2]([CH2:3][CH2:4][O:5][c:6]1[cH:7][c:8]([O:12][CH2:13][c:14]2[cH:15][cH:16][cH:17][cH:18][cH:19]2)[cH:9][cH:10][cH:11]1)[N:29]1[CH2:28][CH2:27][C:26]([CH2:25][c:24]2[cH:23][cH:22][c:21]([CH3:20])[cH:34][cH:33]2)([OH:32])[CH2:31][CH2:30]1. Starting materials: CC(C)(C)c1ccc(B(O)O)cc1, O=C([O-])[O-], Brc1ccc2c(ccn2Cc2ccccc2)c1, ClCCl, [K+], [K+], C1COCCO1, O. Yields the product CC(C)(C)c1ccc(-c2ccc3c(ccn3Cc3ccccc3)c2)cc1. RXN SMILES: [C:18]([CH3:19])([CH3:20])([CH3:21])[c:22]1[cH:23][cH:24][c:25]([B:28]([OH:29])[OH:30])[cH:26][cH:27]1.[C:34](=[O:35])([O-:36])[O-:37].[CH2:1]([c:2]1[cH:3][cH:4][cH:5][cH:6][cH:7]1)[n:8]1[cH:9][cH:10][c:11]2[cH:12][c:13]([Br:17])[cH:14][cH:15][c:16]12.[Cl:31][CH2:32][Cl:33].[K+:38].[K+:39].[O:40]1[CH2:41][CH2:42][O:43][CH2:44][CH2:45]1.[OH2:46]>>[CH2:1]([c:2]1[cH:3][cH:4][cH:5][cH:6][cH:7]1)[n:8]1[cH:9][cH:10][c:11]2[cH:12][c:13](-[c:25]3[cH:24][cH:23][c:22]([C:18]([CH3:19])([CH3:20])[CH3:21])[cH:27][cH:26]3)[cH:14][cH:15][c:16]12.